describe an organic reaction: reactants, conditions, products, and yield From a dataset of the Open Reaction Database (ORD), a public repository of structured organic reaction records. The reactants are O=C([O-])[O-], CCOCc1nc2cnc3ccccc3c2n1NCCCNC(=O)OC(C)(C)C, ClC(Cl)Cl, [Na+], [Na+], O=C(OO)c1cccc(Cl)c1. The product is CCOCc1nc2c[n+]([O-])c3ccccc3c2n1NCCCNC(=O)OC(C)(C)C. Reaction SMILES: [C:45](=[O:46])([O-:47])[O-:48].[CH2:1]([CH3:2])[O:3][CH2:4][c:5]1[n:6]([NH:18][CH2:19][CH2:20][CH2:21][NH:22][C:23]([O:24][C:25]([CH3:26])([CH3:27])[CH3:28])=[O:29])[c:7]2[c:8]([cH:9][n:10][c:11]3[cH:12][cH:13][cH:14][cH:15][c:16]23)[n:17]1.[Cl:41][CH:42]([Cl:43])[Cl:44].[Na+:49].[Na+:50].[OH:30][O:31][C:32]([c:33]1[cH:34][c:35]([Cl:36])[cH:37][cH:38][cH:39]1)=[O:40]>>[CH2:1]([CH3:2])[O:3][CH2:4][c:5]1[n:6]([NH:18][CH2:19][CH2:20][CH2:21][NH:22][C:23]([O:24][C:25]([CH3:26])([CH3:27])[CH3:28])=[O:29])[c:7]2[c:8]([cH:9][n+:10]([O-:30])[c:11]3[cH:12][cH:13][cH:14][cH:15][c:16]23)[n:17]1. Starting materials: C(C)(C)[N-]C(C)C.[Li+] (lithium diisopropylamide), C(=O)(OC(C)(C)C)N1CCC(CC1)=O (1-boc-4-piperidone), ClC=1N=C(C2=C(N1)C=CC(=N2)CP(OC)(OC)=O)N2CCOCC2 (dimethyl (2-chloro-4-morpholinopyrido[3,2-d]pyrimidin-6-yl)methylphosphonate). The solvent is C1CCOC1 (THF), C1CCOC1 (THF), C1CCOC1 (THF). Run at time 1 hour. Product: ClC=1N=C(C2=C(N1)C=CC(=N2)C=C2CCN(CC2)C(=O)OC(C)(C)C)N2CCOCC2 (tert-butyl 4-((2-chloro-4-morpholinopyrido[3,2-d]pyrimidin-6-yl)methylene)piperidine-1-carboxylate). As a reaction SMILES: [Cl:1][C:2]1[N:3]=[C:4]([N:19]2[CH2:24][CH2:23][O:22][CH2:21][CH2:20]2)[C:5]2[N:11]=[C:10]([CH2:12]P(=O)(OC)OC)[CH:9]=[CH:8][C:6]=2[N:7]=1.C([N-]C(C)C)(C)C.[Li+].[C:33]([N:40]1[CH2:45][CH2:44][C:43](=O)[CH2:42][CH2:41]1)([O:35][C:36]([CH3:39])([CH3:38])[CH3:37])=[O:34]>C1COCC1>[Cl:1][C:2]1[N:3]=[C:4]([N:19]2[CH2:20][CH2:21][O:22][CH2:23][CH2:24]2)[C:5]2[N:11]=[C:10]([CH:12]=[C:43]3[CH2:44][CH2:45][N:40]([C:33]([O:35][C:36]([CH3:39])([CH3:38])[CH3:37])=[O:34])[CH2:41][CH2:42]3)[CH:9]=[CH:8][C:6]=2[N:7]=1 |f:1.2|. Procedure details: To a suspension of dimethyl (2-chloro-4-morpholinopyrido[3,2-d]pyrimidin-6-yl)methylphosphonate from Example 117 (0.71 g) in anhydrous THF (15 mL) at 0° C. was added 2.0 M of lithium diisopropylamide in THF (1.4 eq). The resulting solution was allowed to warm to RT (room temperature) before adding a solution of 1-boc-4-piperidone (1.4 eq) in anhydrous THF (3 mL). The reaction mixture was stirred at room temperature for 1 h, then partitioned between brine and DCM. The organic layer was isolated, ... Reactants: O=S(=O)(O)Cl, Cc1cc([N+](=O)[O-])ccc1F. Product: Cc1cc([N+](=O)[O-])cc(S(=O)(=O)Cl)c1F. As a reaction SMILES: [Cl:12][S:13](=[O:14])(=[O:15])[OH:16].[F:1][c:2]1[c:3]([CH3:11])[cH:4][c:5]([N+:8](=[O:9])[O-:10])[cH:6][cH:7]1>>[F:1][c:2]1[c:3]([CH3:11])[cH:4][c:5]([N+:8](=[O:9])[O-:10])[cH:6][c:7]1[S:13]([Cl:12])(=[O:14])=[O:15]. Starting materials: COc1cc(C(=O)N(NC(=O)c2ccc3c(c2C)OCCO3)C(C)(C)C)cc(OC)c1OC(C)=O, CO, N. Product: COc1cc(C(=O)N(NC(=O)c2ccc3c(c2C)OCCO3)C(C)(C)C)cc(OC)c1O. As a reaction SMILES: [C:1]([CH3:2])([CH3:3])([CH3:4])[N:5]([NH:6][C:7](=[O:8])[c:9]1[c:10]([CH3:19])[c:11]2[c:12]([cH:17][cH:18]1)[O:13][CH2:14][CH2:15][O:16]2)[C:20](=[O:21])[c:22]1[cH:23][c:24]([O:34][CH3:35])[c:25]([O:30][C:31](=[O:32])[CH3:33])[c:26]([O:28][CH3:29])[cH:27]1.[CH3:37][OH:38].[NH3:36]>>[C:1]([CH3:2])([CH3:3])([CH3:4])[N:5]([NH:6][C:7](=[O:8])[c:9]1[c:10]([CH3:19])[c:11]2[c:12]([cH:17][cH:18]1)[O:13][CH2:14][CH2:15][O:16]2)[C:20](=[O:21])[c:22]1[cH:23][c:24]([O:34][CH3:35])[c:25]([OH:30])[c:26]([O:28][CH3:29])[cH:27]1.